From a dataset of the Open Reaction Database (ORD), a public repository of structured organic reaction records. describe an organic reaction: reactants, conditions, products, and yield Reactants: Cc1nc(Cl)c2nc(-c3ccc(F)cc3)ccc2n1, CO, Nc1ncnc2ccc(-c3ccc(F)cc3)nc12, N. Product: Cc1nc(N)c2nc(-c3ccc(F)cc3)ccc2n1. As a reaction SMILES: [CH3:1][c:2]1[n:3][c:4]([Cl:19])[c:5]2[c:6]([n:7]1)[cH:8][cH:9][c:10](-[c:12]1[cH:13][cH:14][c:15]([F:18])[cH:16][cH:17]1)[n:11]2.[CH3:39][OH:40].[NH2:21][c:22]1[c:23]2[n:24][c:25](-[c:26]3[cH:27][cH:28][c:29]([F:30])[cH:31][cH:32]3)[cH:33][cH:34][c:35]2[n:36][cH:37][n:38]1.[NH3:20]>>[CH3:1][c:2]1[n:3][c:4]([NH2:21])[c:5]2[c:6]([n:7]1)[cH:8][cH:9][c:10](-[c:12]1[cH:13][cH:14][c:15]([F:18])[cH:16][cH:17]1)[n:11]2.